Dataset: the Open Reaction Database (ORD), a public repository of structured organic reaction records. Task: describe an organic reaction: reactants, conditions, products, and yield Reactants: BrC1=C2C=CN=CC2=CC=C1 (5-bromoisoquinoline), C(C)(C)(C)P(C1=C(C=CC=C1)C1=CC=CC=C1)C(C)(C)C (2-(di-tert-butylphosphino)biphenyl), C(C)(C)(C)OC(NCCN)=O (N-(2-aminoethyl)carbamic acid tert-butyl ester), CC(C)([O-])C.[Na+] (sodium tert-butoxide). The reagents and catalysts are C=1C=CC(=CC1)/C=C/C(=O)/C=C/C2=CC=CC=C2.C=1C=CC(=CC1)/C=C/C(=O)/C=C/C2=CC=CC=C2.C=1C=CC(=CC1)/C=C/C(=O)/C=C/C2=CC=CC=C2.[Pd].[Pd] (tris(dibenzylideneacetone)dipalladium(0)). Run in C(C)(=O)OCC (ethyl acetate), C1(=CC=CC=C1)C (toluene). Reaction conditions: temperature 80 celsius. The product is C(C)(C)(C)OC(=O)NCCNC1=C2C=CN=CC2=CC=C1 (N-(tert-butoxycarbonyl)-N′-(5-isoquinolyl)ethylenediamine). Isolated yield 70.0%. RXN SMILES: Br[C:2]1[CH:11]=[CH:10][CH:9]=[C:8]2[C:3]=1[CH:4]=[CH:5][N:6]=[CH:7]2.C(P(C(C)(C)C)C1C=CC=CC=1C1C=CC=CC=1)(C)(C)C.[C:33]([O:37][C:38](=[O:43])[NH:39][CH2:40][CH2:41][NH2:42])([CH3:36])([CH3:35])[CH3:34].CC(C)([O-])C.[Na+]>C1(C)C=CC=CC=1.C1C=CC(/C=C/C(/C=C/C2C=CC=CC=2)=O)=CC=1.C1C=CC(/C=C/C(/C=C/C2C=CC=CC=2)=O)=CC=1.C1C=CC(/C=C/C(/C=C/C2C=CC=CC=2)=O)=CC=1.[Pd].[Pd].C(OCC)(=O)C>[C:33]([O:37][C:38]([NH:39][CH2:40][CH2:41][NH:42][C:2]1[CH:11]=[CH:10][CH:9]=[C:8]2[C:3]=1[CH:4]=[CH:5][N:6]=[CH:7]2)=[O:43])([CH3:36])([CH3:35])[CH3:34] |f:3.4,6.7.8.9.10|. Reported procedure: Under nitrogen atmosphere, a suspension of 5-bromoisoquinoline (416 mg, Spex), tris(dibenzylideneacetone)dipalladium(0) (92 mg), 2-(di-tert-butylphosphino)biphenyl (119 mg), N-(2-aminoethyl)carbamic acid tert-butyl ester (385 mg) and sodium tert-butoxide (269 mg) in toluene (5 ml) was stirred with heating at 80° C. for 2 hours. The reaction mixture was cooled to room temperature and added with ethyl acetate (5 ml). The insoluble matters were removed by filtration through Celite. The solvent was ... The reactants are OC1=C(C(=O)O)C=C(C=C1)C(C)CCCCCCCCCCCCC (2-Hydroxy-5-(pentadec-2-yl)benzoic acid), [OH-].[Ca+2].[OH-] (calcium hydroxide), C=1(C(=CC=CC1)C)C (xylene), lower alkyl, C(C=1C(O)=CC=CC1)(=O)O (salicylic acid). Solvent: base, CO (methanol), O (water). Product: CC(CCCCCCCCCCCCC)C1=CC=C(C(C(=O)[O-])=C1)O.[Ca+2].CC(CCCCCCCCCCCCC)C1=CC=C(C(C(=O)[O-])=C1)O (Calcium 5-(Pentadec-2-yl)salicylate). RXN SMILES: [OH:1][C:2]1[CH:10]=[CH:9][C:8]([CH:11]([CH2:13][CH2:14][CH2:15][CH2:16][CH2:17][CH2:18][CH2:19][CH2:20][CH2:21][CH2:22][CH2:23][CH2:24][CH3:25])[CH3:12])=[CH:7][C:3]=1[C:4]([OH:6])=[O:5].C(O)(=O)C1C(=CC=CC=1)O.C1(C)C(C)=CC=CC=1.[OH-].[Ca+2:45].[OH-]>O.CO>[CH3:12][CH:11]([C:8]1[CH:7]=[C:3]([C:4]([O-:6])=[O:5])[C:2]([OH:1])=[CH:10][CH:9]=1)[CH2:13][CH2:14][CH2:15][CH2:16][CH2:17][CH2:18][CH2:19][CH2:20][CH2:21][CH2:22][CH2:23][CH2:24][CH3:25].[Ca+2:45].[CH3:12][CH:11]([C:8]1[CH:7]=[C:3]([C:4]([O-:6])=[O:5])[C:2]([OH:1])=[CH:10][CH:9]=1)[CH2:13][CH2:14][CH2:15][CH2:16][CH2:17][CH2:18][CH2:19][CH2:20][CH2:21][CH2:22][CH2:23][CH2:24][CH3:25] |f:3.4.5,8.9.10|. Reported procedure: The title compound in 4 g of base oil XOMAPE 150 (9.12 g, Basicity Index 1.21) was prepared as outlined in Example 4 by employing 5-(pentadecy-2-yl)salicylic acid (Example 9, 3.33 g), a commercial lower alkyl (i.e. less than C20) salicylic acid (Infineum M7103, obtainable from Infineum UK Limited, 3.70 g), xylene (203.33 g), calcium hydroxide (1.56 g), and a promoter (methanol:water (97%:3%), 23.37 ml). Reaction SMILES: [C:1]([O:9][CH2:10][CH3:11])(=[O:8])[CH2:2][C:3]([O:5][CH2:6][CH3:7])=[O:4].[H-].[Na+].Cl.[F:15][C:16]1[CH:24]=[C:23]([NH:25][CH2:26][CH2:27][CH2:28][CH2:29][CH2:30][CH2:31][CH2:32][CH2:33][CH2:34][CH2:35][CH2:36][CH2:37][CH2:38][CH2:39][CH2:40][CH3:41])[CH:22]=[CH:21][C:17]=1[C:18](Cl)=[O:19]>COCCOC>[F:15][C:16]1[CH:24]=[C:23]([NH:25][CH2:26][CH2:27][CH2:28][CH2:29][CH2:30][CH2:31][CH2:32][CH2:33][CH2:34][CH2:35][CH2:36][CH2:37][CH2:38][CH2:39][CH2:40][CH3:41])[CH:22]=[CH:21][C:17]=1[C:18]([CH:2]([C:3]([O:5][CH2:6][CH3:7])=[O:4])[C:1]([O:9][CH2:10][CH3:11])=[O:8])=[O:19] |f:1.2,3.4|. Procedure details: A solution of 26.6 g. of diethyl malonate and 10 ml. of 1,2-dimethoxyethane is added to a suspension of 4.0 g. of sodium hydride in 1,2-dimethoxyethane under argon. A solution of 17.3 g. of 2-fluoro-4-(hexadecylamino)benzoyl chloride hydrochloride in 1,2-dimethoxyethane is then added. The reaction mixture is refluxed for 4.5 hours, cooled, poured on ice, acidified, and extracted with ether. The ether solution is washed with water and saturated sodium chloride solution, dried over anhydrous sodiu... The solvent is COCCOC (1,2-dimethoxyethane), COCCOC (1,2-dimethoxyethane), COCCOC (1,2-dimethoxyethane). Yields the product FC1=C(C(=O)C(C(=O)OCC)C(=O)OCC)C=CC(=C1)NCCCCCCCCCCCCCCCC (diethyl 2-fluoro-4-(hexadecylamino)benzoylmalonate). Starting materials: C(CC(=O)OCC)(=O)OCC (diethyl malonate), [H-].[Na+] (sodium hydride), Cl.FC1=C(C(=O)Cl)C=CC(=C1)NCCCCCCCCCCCCCCCC (2-fluoro-4-(hexadecylamino)benzoyl chloride hydrochloride). Starting materials: [N+](=O)([O-])C1=CC=C(COC(=O)OC(C)[C@H]2C(N[C@@H]2CC=O)=O)C=C1 ((3S,4R)-3-[(1RS)-1-(p-Nitrobenzyloxycarbonyloxy)ethyl]-2-oxo-4-(2-oxoethyl)azetidine), [BH4-].[Na+] (sodium borohydride). Reagents/catalysts: C(C)(=O)O (acetic acid). Run in CO (methanol). The product is OCC[C@@H]1[C@H](C(N1)=O)C(C)OC(=O)OCC1=CC=C(C=C1)[N+](=O)[O-] ((3S,4R)-4-(2-hydroxyethyl)-3-[(1RS)-1-(p-nitrobenzyloxycarbonyloxy)ethyl]-2-oxoazetidine). The yield is 62.1%. As a reaction SMILES: [N+:1]([C:4]1[CH:24]=[CH:23][C:7]([CH2:8][O:9][C:10]([O:12][CH:13]([C@@H:15]2[C@@H:18]([CH2:19][CH:20]=[O:21])[NH:17][C:16]2=[O:22])[CH3:14])=[O:11])=[CH:6][CH:5]=1)([O-:3])=[O:2].[BH4-].[Na+]>CO.C(O)(=O)C>[OH:21][CH2:20][CH2:19][C@H:18]1[NH:17][C:16](=[O:22])[C@@H:15]1[CH:13]([O:12][C:10]([O:9][CH2:8][C:7]1[CH:6]=[CH:5][C:4]([N+:1]([O-:3])=[O:2])=[CH:24][CH:23]=1)=[O:11])[CH3:14] |f:1.2|. Procedure details: (3S,4R)-3-[(1RS)-1-(p-Nitrobenzyloxycarbonyloxy)ethyl]-2-oxo-4-(2-oxoethyl)azetidine (8 mg) was dissolved in methanol (0.8 ml) and sodium borohydride (2 mg) was added at 0° C. The mixture was then stirred for 30 minutes at the same temperature and acetic acid (3 drops) was added. The mixture was evaporated and the residue was dissolved in ethyl acetate, washed with aqueous sodium bicarbonate, and brine, dried over magnesium sulfate and evaporated. The residue was purified by preparative thin lay... The reactants are CCc1cc(N2CCN(CCCCl)CC2)nc(C(C)(C)C)n1, Cn1c(S)nnc1C(F)(F)F. Product: CCc1cc(N2CCN(CCCSc3nnc(C(F)(F)F)n3C)CC2)nc(C(C)(C)C)n1, Cl. Reaction SMILES: [C:12]([CH3:13])([CH3:14])([CH3:15])[c:16]1[n:17][c:18]([CH2:32][CH3:33])[cH:19][c:20]([N:22]2[CH2:23][CH2:24][N:25]([CH2:28][CH2:29][CH2:30][Cl:31])[CH2:26][CH2:27]2)[n:21]1.[CH3:1][n:2]1[c:3]([SH:11])[n:4][n:5][c:6]1[C:7]([F:8])([F:9])[F:10]>>[CH3:1][n:2]1[c:3]([S:11][CH2:30][CH2:29][CH2:28][N:25]2[CH2:24][CH2:23][N:22]([c:20]3[cH:19][c:18]([CH2:32][CH3:33])[n:17][c:16]([C:12]([CH3:13])([CH3:14])[CH3:15])[n:21]3)[CH2:27][CH2:26]2)[n:4][n:5][c:6]1[C:7]([F:8])([F:9])[F:10].[ClH:31]. Starting materials: {[(t-Bu)2P(OH)]2PdCl}2, ClC1=CC=C(C=C1)C (4-chlorotoluene), C1=CC=C(C=C1)[P-]C2=CC=CC=C2.[K+] (KPPh2). Solvent: C1CCOC1 (THF). Yields the product C1(=CC=CC=C1)P(C1=CC=C(C=C1)C)C1=CC=CC=C1 (Diphenyl-p-tolylphosphine). RXN SMILES: Cl[C:2]1[CH:7]=[CH:6][C:5]([CH3:8])=[CH:4][CH:3]=1.[CH:9]1[CH:14]=[CH:13][C:12]([P-:15][C:16]2[CH:21]=[CH:20][CH:19]=[CH:18][CH:17]=2)=[CH:11][CH:10]=1.[K+]>C1COCC1>[C:16]1([P:15]([C:12]2[CH:11]=[CH:10][CH:9]=[CH:14][CH:13]=2)[C:2]2[CH:7]=[CH:6][C:5]([CH3:8])=[CH:4][CH:3]=2)[CH:17]=[CH:18][CH:19]=[CH:20][CH:21]=1 |f:1.2|. Procedure details: A 100 mL of reactor equipped with magnetic stir bar was charged with 140 mg (0.15 mmol) of {[(t-Bu)2P(OH)]2PdCl}2, 1.27 g (10.0 mmol) of 4-chlorotoluene, and 10.0 mmol of KPPh2 in 30.0 mL of THF. The resulting mixture was refluxed for 17 h before the reaction was cooled to room temperature, quenched with with 20 mL of H2O. The phosphorus-31 NMR spectrum of the reaction mixture at this point showed the δ32.1 [˜10%, Ph2PH(O)] and −5.0 (˜90%, MeC6H4-PPh2) resonances.